Dataset: the Open Reaction Database (ORD), a public repository of structured organic reaction records. Task: describe an organic reaction: reactants, conditions, products, and yield The reactants are NC=1C(=NNC1)C=1NC=2C(=CC=3C(C(N(C3C2)C(C)C)=O)(C)C)N1 (2-(4-amino-1H-pyrazol-3-yl)-5-isopropyl-7,7-dimethyl-5,7-dihydro-3H-imidazo[4,5-f]indol-6-one), N1(CCCCC1)C(=O)Cl (piperidine-1-carbonyl chloride). Yields the product C(C)(C)N1C(C(C=2C=C3C(=CC12)NC(=N3)C3=NNC=C3NC(=O)N3CCCCC3)(C)C)=O (Piperidine-1-carboxylic acid[3-(5-isopropyl-7,7-dimethyl-6-oxo-3,5,6,7-tetrahydro-imidazo[4,5-f]indol-2-yl)-1H-pyrazol-4-yl]-amide). As a reaction SMILES: [NH2:1][C:2]1[C:3]([C:7]2[NH:8][C:9]3[C:10]([N:24]=2)=[CH:11][C:12]2[C:13]([CH3:23])([CH3:22])[C:14](=[O:21])[N:15]([CH:18]([CH3:20])[CH3:19])[C:16]=2[CH:17]=3)=[N:4][NH:5][CH:6]=1.[N:25]1([C:31](Cl)=[O:32])[CH2:30][CH2:29][CH2:28][CH2:27][CH2:26]1>>[CH:18]([N:15]1[C:16]2[CH:17]=[C:9]3[NH:8][C:7]([C:3]4[C:2]([NH:1][C:31]([N:25]5[CH2:30][CH2:29][CH2:28][CH2:27][CH2:26]5)=[O:32])=[CH:6][NH:5][N:4]=4)=[N:24][C:10]3=[CH:11][C:12]=2[C:13]([CH3:22])([CH3:23])[C:14]1=[O:21])([CH3:19])[CH3:20]. Reported procedure: Piperidine-1-carboxylic acid[3-(5-isopropyl-7,7-dimethyl-6-oxo-3,5,6,7-tetrahydro-imidazo[4,5-f]indol-2-yl)-1H-pyrazol-4-yl]-amide was prepared using 2-(4-amino-1H-pyrazol-3-yl)-5-isopropyl-7,7-dimethyl-5,7-dihydro-3H-imidazo[4,5-f]indol-6-one (200 mg, 0.247 mmol) and piperidine-1-carbonyl chloride (40.0 mg, 0.271 mmol). 40 mg (37%) %) of the title compound were obtained. The reagents and catalysts are [Pd] (Pd/C). Product: COC=1C=C(CC2CCC=3NC(=CC32)C(=O)OC)C=CC1 (methyl 4-(3-methoxybenzyl)-1,4,5,6-tetrahydrocyclopenta[b]pyrrole-2-carboxylate). The reactants are O=C1CCC=2NC(=CC21)C(=O)OC (methyl 4-oxo-1,4,5,6-tetrahydrocyclopenta[b]pyrrole-2-carboxylate), COC=1C=C(C[Mg]Br)C=CC1 (3-methoxybenzylmagnesium bromide), hexanes, ClC=1C=C(\C=C\2/CCC=3NC(=CC32)C(=O)OC)C=CC1Cl ((E)-methyl 4-(3,4-dichlorobenzylidene)-1,4,5,6-tetrahydrocyclopenta[b]pyrrole-2-carboxylate). Reported procedure: The title compound was synthesized in two steps. First, methyl 4-oxo-1,4,5,6-tetrahydrocyclopenta[b]pyrrole-2-carboxylate (447 mg, 2.5 mmol) was reacted with 3-methoxybenzylmagnesium bromide (0.25 M in hexanes, (25 mL, 6.3 mmol) according to General Procedure 3. The resulting exo-olefin ((E)-methyl 4-(3-methoxybenzylidene)-1,4,5,6-tetrahydrocyclopenta[b]pyrrole-2-carboxylate) was then converted to the title compound by hydrogenation according to General Procedure 6 (with 5% Pd/C). The crude prod... As a reaction SMILES: O=[C:2]1[C:9]2[CH:8]=[C:7]([C:10]([O:12][CH3:13])=[O:11])[NH:6][C:5]=2[CH2:4][CH2:3]1.[CH3:14][O:15][C:16]1[CH:17]=[C:18]([CH:22]=[CH:23][CH:24]=1)[CH2:19][Mg]Br.ClC1C=C(C=CC=1Cl)/C=C1\CCC2NC(C(OC)=O)=CC\1=2>[Pd]>[CH3:14][O:15][C:16]1[CH:17]=[C:18]([CH:22]=[CH:23][CH:24]=1)[CH2:19][CH:2]1[C:9]2[CH:8]=[C:7]([C:10]([O:12][CH3:13])=[O:11])[NH:6][C:5]=2[CH2:4][CH2:3]1. Starting materials: C(C1=CC=CC=C1)OC1=C(OC=CC1=O)C (3-Benzyloxy-2-methyl-4-pyrone), C(C1=CC=CC=C1)OC1=C(OC=CC1=O)C.C(C)(=O)N1C(=C(C(C=C1)=O)O)C (1-acetyl-3-hydroxy-2-methylpyrid-4-one 3-Benzyloxy-2-methyl-4-pyrone), NCCCCCO (1-amino-5-hydroxypentane), ( K ), OCCN (2-hydroxyethylamine). Yields the product C(C1=CC=CC=C1)OC1=C(N(C=CC1=O)CCCCCO)C (3-benzyloxy-1-(5'-hydroxypentyl)-2-methylpyrid-4-one). RXN SMILES: [CH2:1]([O:8][C:9]1[C:14](=[O:15])[CH:13]=[CH:12]O[C:10]=1[CH3:16])[C:2]1[CH:7]=[CH:6][CH:5]=[CH:4][CH:3]=1.C(OC1C(=O)C=COC=1C)C1C=CC=CC=1.C(N1C=CC(=O)C(O)=C1C)(=O)C.[NH2:45][CH2:46][CH2:47][CH2:48][CH2:49][CH2:50][OH:51].OCCN>>[CH2:1]([O:8][C:9]1[C:14](=[O:15])[CH:13]=[CH:12][N:45]([CH2:46][CH2:47][CH2:48][CH2:49][CH2:50][OH:51])[C:10]=1[CH3:16])[C:2]1[CH:3]=[CH:4][CH:5]=[CH:6][CH:7]=1 |f:1.2|. Reported procedure: 3-Benzyloxy-2-methyl-4-pyrone, prepared as described under (J), is reacted with 1-amino-5-hydroxypentane under substantially similar conditions to those described under (K) for reaction with 2-hydroxyethylamine to give 3-benzyloxy-1-(5'-hydroxypentyl)-2-methylpyrid-4-one. This is deprotected using the procedure described under (I) to give 3-hydroxy-1-(5'-hydroxypentyl)-2-methylpyrid-4-one as white crystals, m.p. 136°-138° C.; δmax (nujol) 1625, 3350 cm-1 : δ(d6DMSO) 1.3 (m, 6H), 2.40 (s, 3H), 3.... The reactants are C, CO, [H][H], CC(=O)Nc1ccc(C(=O)N2CC3CC(CN(Cc4ccccc4)C3)C2)cc1, [Pd]. Yields the product CC(=O)Nc1ccc(C(=O)N2CC3CNCC(C3)C2)cc1. Reaction SMILES: [C:33].[CH3:31][OH:32].[H:29][H:30].[NH:1]([C:2](=[O:3])[CH3:4])[c:5]1[cH:6][cH:7][c:8]([C:9](=[O:10])[N:11]2[CH2:12][CH:13]3[CH2:14][N:15]([CH2:20][c:21]4[cH:22][cH:23][cH:24][cH:25][cH:26]4)[CH2:16][CH:17]([CH2:18]2)[CH2:19]3)[cH:27][cH:28]1.[Pd:34]>>[NH:1]([C:2](=[O:3])[CH3:4])[c:5]1[cH:6][cH:7][c:8]([C:9](=[O:10])[N:11]2[CH2:12][CH:13]3[CH2:14][NH:15][CH2:16][CH:17]([CH2:18]2)[CH2:19]3)[cH:27][cH:28]1. RXN SMILES: ON=[CH:3][C:4]([NH:6][C:7]1[CH:8]=[C:9]2[C:13](=[CH:14][CH:15]=1)[CH2:12][CH2:11][CH2:10]2)=[O:5].S(=O)(=O)(O)[OH:17]>>[NH:6]1[C:7]2[C:15](=[CH:14][C:13]3[CH2:12][CH2:11][CH2:10][C:9]=3[CH:8]=2)[C:3](=[O:17])[C:4]1=[O:5]. The yield is 77.0%. The product is N1C(C(C2=CC=3CCCC3C=C12)=O)=O (1,5,6,7-Tetrahydro-1-aza-s-indacene-2,3-dione). Solvent: ice water. Starting materials: ON=CC(=O)NC=1C=C2CCCC2=CC1 (2-hydroxyimino-N-indan-5-yl-acetamide), S(O)(O)(=O)=O (sulfuric acid). Procedure details: Add 2-hydroxyimino-N-indan-5-yl-acetamide (4.66 g, 22.84 mmol) in small portions at 65° C. to concentrated sulfuric acid (22 mL) and heat the mixture at 80° C. for 15 minutes. Cool to room temperature, pour into ice water (200 mL) and filter the precipitate. Dissolve the solid in warmed ethanol and leave to cool overnight. Filter the precipitate and wash with ethyl ether. Dry the solid to yield the title compound (3.3 g, 77%). 1H NMR (dimethyl sulfoxide-d6, 300 MHz) δ 1.98 (quintuplet, J=7.7 Hz,... Run at temperature 80 celsius. The reactants are C1CCC(CC1)N=C=NC2CCCCC2 (DCC), CCS (EtSH), C(=O)(OC(C)(C)C)N1[C@@H](C(=O)O)CCC1 ((2R)-N-BOC-proline). The reagents and catalysts are CN(C)C=1C=CN=CC1 (DMAP). The solvent is C(Cl)Cl (DCM), C(Cl)Cl (DCM). Conditions: time 30 minute. Product: C(C)SOC([C@@H]1N(CCC1)C(=O)OC(C)(C)C)=O ((2R)-N-BOC-proline ethylthioester). The yield is 89.3%. As a reaction SMILES: C1CCC(N=C=NC2CCCCC2)CC1.[CH3:16][CH2:17][SH:18].[C:19]([N:26]1[CH2:33][CH2:32][CH2:31][C@@H:27]1[C:28]([OH:30])=[O:29])([O:21][C:22]([CH3:25])([CH3:24])[CH3:23])=[O:20]>CN(C1C=CN=CC=1)C.C(Cl)Cl>[CH2:17]([S:18][O:30][C:28](=[O:29])[C@H:27]1[CH2:31][CH2:32][CH2:33][N:26]1[C:19]([O:21][C:22]([CH3:24])([CH3:23])[CH3:25])=[O:20])[CH3:16]. Reported procedure: To a solution of DCC (2.55 g, 12.4 mmol), DMAP (100 mg), and EtSH (0.71 g, 11.1 mmol) in DCM was added dropwise a solution of (2R)-N-BOC-proline (3.00 g, 9.52 mmol) in DCM (30 mL). The reaction mixture was stirred at rt for 30 min, and filtered though Celite. The filtrate was dried over MgSO4 and concentrated in vacuo, and the residue was purified by column chomatography (EtOAc/Hex=1/4) to give the title compound (2.34 g, 95.2%). Reactants: C(CCC)N1C(C(C2=CC=CC=C12)(CC(C1=NC=CC=C1)=O)O)=O (1-butyl-3-hydroxy-3-(2-oxo-2-(pyridin-2-yl)ethyl)indolin-2-one), CC=1C=C2C(C(N(C2=CC1)CCC)=O)=O (5-methyl-1-propylindoline-2,3-dione), N1C=C(C2=CC=CC=C12)C(C)=O (1-(1H-indol-3-yl)ethanone). Yields the product N1C=C(C2=CC=CC=C12)C(CC1(C(N(C2=CC=C(C=C12)C)CCC)=O)O)=O (3-(2-(1H-indol-3-yl)-2-oxoethyl)-3-hydroxy-5-methyl-1-propylindolin-2-one). RXN SMILES: C(N1C2C(=CC=CC=2)C(O)(CC(=O)C2C=CC=CN=2)C1=O)CCC.[CH3:25][C:26]1[CH:27]=[C:28]2[C:32](=[CH:33][CH:34]=1)[N:31]([CH2:35][CH2:36][CH3:37])[C:30](=[O:38])[C:29]2=[O:39].[NH:40]1[C:48]2[C:43](=[CH:44][CH:45]=[CH:46][CH:47]=2)[C:42]([C:49](=[O:51])[CH3:50])=[CH:41]1>>[NH:40]1[C:48]2[C:43](=[CH:44][CH:45]=[CH:46][CH:47]=2)[C:42]([C:49](=[O:51])[CH2:50][C:29]2([OH:39])[C:28]3[C:32](=[CH:33][CH:34]=[C:26]([CH3:25])[CH:27]=3)[N:31]([CH2:35][CH2:36][CH3:37])[C:30]2=[O:38])=[CH:41]1. Procedure: This compound was made in a similar manner to 1-butyl-3-hydroxy-3-(2-oxo-2-(pyridin-2-yl)ethyl)indolin-2-one using 5-methyl-1-propylindoline-2,3-dione and commercially available 1-(1H-indol-3-yl)ethanone (purchased from Fisher Scientific). 1H-NMR δ 9.02 (bs, 1H), 8.36 (d, 1H), 7.71 (m, 1H), 7.40 (m, 1H), 7.30-7.26 (m, 3H), 7.09 (d, 1H), 6.73 (d, 1H), 5.66 (s, 1H), 3.64 (m, 2H), 3.50 (d, 1H), 3.24 (d, 1H), 2.26 (s, 3H) 1.72 (m, 2H), 0.96 (t, 3H). Calculated mass for C22H22N2O3, 362.16. Observed 3...